Task: describe an organic reaction: reactants, conditions, products, and yield. Dataset: the Open Reaction Database (ORD), a public repository of structured organic reaction records The reactants are C(C1=CC=CC=C1)(=O)C=1C(=NC2=CC(=C(C=C2C1C1=CC(=C(C=C1)OC)OC)OC)OC)CBr (3-benzoyl-2-bromomethyl-4-(3,4-dimethoxyphenyl)-6,7-dimethoxyquinoline), SC=1N(C=CN1)C (2-mercapto-1-methylimidazole). Product: C(C1=CC=CC=C1)(=O)C=1C(=NC2=CC(=C(C=C2C1C1=CC(=C(C=C1)OC)OC)OC)OC)CSC=1N(C=CN1)C (3-benzoyl-4-(3,4-dimethoxyphenyl)-6,7-dimethoxy-2-[(1-methylimidazol-2-yl)thiomethyl]quinoline). Reaction SMILES: [C:1]([C:9]1[C:10]([CH2:33]Br)=[N:11][C:12]2[C:17]([C:18]=1[C:19]1[CH:24]=[CH:23][C:22]([O:25][CH3:26])=[C:21]([O:27][CH3:28])[CH:20]=1)=[CH:16][C:15]([O:29][CH3:30])=[C:14]([O:31][CH3:32])[CH:13]=2)(=[O:8])[C:2]1[CH:7]=[CH:6][CH:5]=[CH:4][CH:3]=1.[SH:35][C:36]1[N:37]([CH3:41])[CH:38]=[CH:39][N:40]=1>>[C:1]([C:9]1[C:10]([CH2:33][S:35][C:36]2[N:37]([CH3:41])[CH:38]=[CH:39][N:40]=2)=[N:11][C:12]2[C:17]([C:18]=1[C:19]1[CH:24]=[CH:23][C:22]([O:25][CH3:26])=[C:21]([O:27][CH3:28])[CH:20]=1)=[CH:16][C:15]([O:29][CH3:30])=[C:14]([O:31][CH3:32])[CH:13]=2)(=[O:8])[C:2]1[CH:7]=[CH:6][CH:5]=[CH:4][CH:3]=1. Reported procedure: According to the same manner as that described in Example 4, 3-benzoyl-2-bromomethyl-4-(3,4-dimethoxyphenyl)-6,7-dimethoxyquinoline was reacted with 2-mercapto-1-methylimidazole to give 3-benzoyl-4-(3,4-dimethoxyphenyl)-6,7-dimethoxy-2-[(1-methylimidazol-2-yl)thiomethyl]quinoline. This compound was recrystallized from ethanol to give colorless prisms. mp. 185°-186° C. Starting materials: ClC1=CC=C(C[C@@H](NC[C@H]2NC[C@@H](C2)O)C(=O)N2C3CC(CC2CC3)N(C(=O)N(CC)CC)C3CCCCC3)C=C1 (N-[8-(4-chloro-N-{[(2S,4R)-4-hydroxypyrrolidin-2-yl]methyl}-D-phenylalanyl)-8-azabicyclo[3.2.1]oct-3-yl]-N-cyclohexyl-N′,N′-diethylurea). Solvent: Cl (hydrochloric acid), C(C)OCC (diethyl ether). The product is Cl.ClC1=CC=C(C[C@@H](NC[C@H]2NC[C@@H](C2)O)C(=O)N2C3CC(CC2CC3)N(C(=O)N(CC)CC)C3CCCCC3)C=C1 (N-[8-(4-chloro-N-{[(2S,4R)-4-hydroxypyrrolidin-2-yl]methyl}-D-phenylalanyl)-8-azabicyclo-[3.2.1]oct-3-yl]-N-cyclohexyl-N′,N′-diethylurea hydrochloride). Yield: 167.4%. Reaction SMILES: [Cl:1][C:2]1[CH:41]=[CH:40][C:5]([CH2:6][C@H:7]([C:16]([N:18]2[CH:23]3[CH2:24][CH2:25][CH:19]2[CH2:20][CH:21]([N:26]([CH:34]2[CH2:39][CH2:38][CH2:37][CH2:36][CH2:35]2)[C:27]([N:29]([CH2:32][CH3:33])[CH2:30][CH3:31])=[O:28])[CH2:22]3)=[O:17])[NH:8][CH2:9][C@@H:10]2[CH2:14][C@@H:13]([OH:15])[CH2:12][NH:11]2)=[CH:4][CH:3]=1>Cl.C(OCC)C>[ClH:1].[Cl:1][C:2]1[CH:41]=[CH:40][C:5]([CH2:6][C@H:7]([C:16]([N:18]2[CH:23]3[CH2:24][CH2:25][CH:19]2[CH2:20][CH:21]([N:26]([CH:34]2[CH2:35][CH2:36][CH2:37][CH2:38][CH2:39]2)[C:27]([N:29]([CH2:32][CH3:33])[CH2:30][CH3:31])=[O:28])[CH2:22]3)=[O:17])[NH:8][CH2:9][C@@H:10]2[CH2:14][C@@H:13]([OH:15])[CH2:12][NH:11]2)=[CH:4][CH:3]=1 |f:3.4|. Procedure: 0.18 g of N-[8-(4-chloro-N-{[(2S,4R)-4-hydroxypyrrolidin-2-yl]methyl}-D-phenylalanyl)-8-azabicyclo[3.2.1]oct-3-yl]-N-cyclohexyl-N′,N′-diethylurea is placed in 0.4 ml of 2N hydrochloric acid in diethyl ether. Trituration, rinsing with diethyl ether, and filter-drying of the precipitate obtained are carried out. 0.16 g of N-[8-(4-chloro-N-{[(2S,4R)-4-hydroxypyrrolidin-2-yl]methyl}-D-phenylalanyl)-8-azabicyclo-[3.2.1]oct-3-yl]-N-cyclohexyl-N′,N′-diethylurea hydrochloride is obtained. Run in C1(=CC=CC=C1)C (toluene). The reactants are BrC=1C=C2C(C(NC2=C(C1)OC)=O)=O (5-bromo-7-methoxyindoline-2,3-dione), CC=1C=CC(=CC1)S(=O)(=O)O (p-TSA), C(CO)O (Ethylene glycol). The yield is 5.0%. Procedure details: A stirred mixture of 5-bromo-7-methoxyindoline-2,3-dione (3.6 g, 14 mmol), p-TSA (1.14 g, 6 mmol) and toluene (100 mL) was refluxed using a Dean-Stark apparatus for 0.2 h. Ethylene glycol (9.3 g, 150 mmol, 10.7 eq.) was added and refluxed using a Dean-Stark apparatus for another 2 hours. The mixture was cooled and concentrated to 20 mL. EtOAc (100 mL) was added, washed with water (20 mL), brine (50 mL×2), dried over Na2SO4, filtered and concentrated under reduced pressure. Purified by column (CH... Reaction SMILES: [Br:1][C:2]1[CH:3]=[C:4]2[C:8](=[C:9]([O:11][CH3:12])[CH:10]=1)[NH:7][C:6](=[O:13])[C:5]2=[O:14].CC1C=CC(S(O)(=O)=O)=CC=1.[CH2:26](O)[CH2:27][OH:28]>C1(C)C=CC=CC=1>[Br:1][C:2]1[CH:3]=[C:4]2[C:8](=[C:9]([O:11][CH3:12])[CH:10]=1)[NH:7][C:6](=[O:13])[C:5]12[O:28][CH2:27][CH2:26][O:14]1. Product: BrC=1C=C2C3(C(NC2=C(C1)OC)=O)OCCO3 (5′-Bromo-7′-methoxyspiro[[1,3]dioxolane-2,3′-indolin]-2′-one). Reactants: C(=O)(C(F)(F)F)O (TFA), CS(=O)(=O)NC1CCC(CC1)NC(OC(C)(C)C)=O (1,1-Dimethylethyl {4-[(methylsulfonyl)amino]cyclohexyl}carbamate), C(C)OCC (diethyl ether). Run in C(Cl)Cl (DCM). Run at time 1 hour. Product: NC1CCC(CC1)NS(=O)(=O)C (N-(4-Aminocyclohexyl)methanesulfonamide). Isolated yield 154.9%. As a reaction SMILES: [CH3:1][S:2]([NH:5][CH:6]1[CH2:11][CH2:10][CH:9]([NH:12]C(=O)OC(C)(C)C)[CH2:8][CH2:7]1)(=[O:4])=[O:3].C(O)(C(F)(F)F)=O.C(OCC)C>C(Cl)Cl>[NH2:12][CH:9]1[CH2:10][CH2:11][CH:6]([NH:5][S:2]([CH3:1])(=[O:4])=[O:3])[CH2:7][CH2:8]1. Reported procedure: 1,1-Dimethylethyl {4-[(methylsulfonyl)amino]cyclohexyl}carbamate (0.922 g, 3.15 mmol) was dissolved in DCM (50 mL). TFA was added (2.429 mL, 31.5 mmol) and the reaction allowed to stir at rt for 1 h. Evaporated off the volatiles and added DCM (50 mL) followed by evaporation of volatiles. The DCM addition/evaporation was repeated several times to give a maroon semi-solid. The residual semi-solid was treated with diethyl ether (10 mL) after which the suspension was sonicated and triturated, then f... Starting materials: polyphosphoric acid, ClC1=CC=C(CC2C(CN(C2)C)C#N)C=C1 (4-(p-chlorobenzyl)-1-methyl-pyrrolidin-3-carbonitrile), [OH-].[Na+] (sodium hydroxide). Run in O (water). Reaction conditions: time 1 hour. The product is ClC1=CC2=C(CC3CN(CC3C2=O)C)C=C1 (6-chloro-3a,4,9,9a-tetrahydro-2-methylbenz[f]isoindolin-4-one). Reaction SMILES: [Cl:1][C:2]1[CH:16]=[CH:15][C:5]([CH2:6][CH:7]2[CH2:11][N:10]([CH3:12])[CH2:9][CH:8]2[C:13]#N)=[CH:4][CH:3]=1.[OH-:17].[Na+]>O>[Cl:1][C:2]1[CH:16]=[CH:15][C:5]2[CH2:6][CH:7]3[CH:8]([C:13](=[O:17])[C:4]=2[CH:3]=1)[CH2:9][N:10]([CH3:12])[CH2:11]3 |f:1.2|. Procedure details: 25 ml of water are added dropwise to 500 g of polyphosphoric acid at 50° followed by 50 g of 4-(p-chlorobenzyl)-1-methyl-pyrrolidin-3-carbonitrile and the mixture stirred for 1 hour at 125° and then for 21/2 hours at 160°. Ice and 1 liter of 50% sodium hydroxide are added to the cooled mixture which is then extracted with ethyl acetate. The organic phase is washed with water, dried over sodium sulphate and evaporated to yield 6-chloro-3a,4,9,9a-tetrahydro-2-methylbenz[f]isoindolin-4-one. M.P. 14...